From a dataset of the Open Reaction Database (ORD), a public repository of structured organic reaction records. describe an organic reaction: reactants, conditions, products, and yield Reactants: Cc1cc([N+](=O)[O-])c(Cl)c([N+](=O)[O-])c1S(=O)(=O)[O-], ClP(Cl)(Cl)(Cl)Cl, [K+], O=P(Cl)(Cl)Cl. Product: Cc1cc([N+](=O)[O-])c(Cl)c([N+](=O)[O-])c1S(=O)(=O)Cl. RXN SMILES: [Cl:1][c:2]1[c:3]([N+:16](=[O:17])[O-:18])[c:4]([S:12](=[O:13])(=[O:14])[O-:15])[c:5]([CH3:11])[cH:6][c:7]1[N+:8](=[O:9])[O-:10].[Cl:20][P:21]([Cl:22])([Cl:23])([Cl:24])[Cl:25].[K+:19].[P:26]([Cl:27])([Cl:28])([Cl:29])=[O:30]>>[Cl:1][c:2]1[c:3]([N+:16](=[O:17])[O-:18])[c:4]([S:12](=[O:13])(=[O:14])[Cl:20])[c:5]([CH3:11])[cH:6][c:7]1[N+:8](=[O:9])[O-:10]. Starting materials: NC1=CC2=C(C(NC3=NC=CC=C23)=O)C=C1 (9-Amino-5H-benzo[c][1,8]naphthyridin-6-one), BrCC1=C(C=CC=C1)Br (1-(bromo-methyl)-2-bromobenzene). Yields the product BrC1=C(CNC2=CC3=C(C(NC4=NC=CC=C34)=O)C=C2)C=CC=C1 (9-(2-Bromobenzylamino)benzo[c][1,8]naphthyridin-6(5H)-one). The yield is 4.1%. Reaction SMILES: [NH2:1][C:2]1[CH:16]=[CH:15][C:5]2[C:6](=[O:14])[NH:7][C:8]3[C:13]([C:4]=2[CH:3]=1)=[CH:12][CH:11]=[CH:10][N:9]=3.Br[CH2:18][C:19]1[CH:24]=[CH:23][CH:22]=[CH:21][C:20]=1[Br:25]>>[Br:25][C:20]1[CH:21]=[CH:22][CH:23]=[CH:24][C:19]=1[CH2:18][NH:1][C:2]1[CH:16]=[CH:15][C:5]2[C:6](=[O:14])[NH:7][C:8]3[C:13]([C:4]=2[CH:3]=1)=[CH:12][CH:11]=[CH:10][N:9]=3. Reported procedure: The title compound was synthesized according to the procedure described for the preparation of Example 458 using 70 (151 mg, 0.71 mmol) and 1-(bromo-methyl)-2-bromobenzene (214 mg, 0.86 mmol) to provide 469 (11 mg, 4% yield) as a white powder. LC-MS (M+H=381, obsd.=381). 1H NMR (400 MHz, DMSO-D6) δ 11.50 (m, 1H), 8.53 (m, 1H), 8.39 (m, 1H), 8.01 (d, J=8.9, 1H), 7.68 (s, 1H), 7.43 (m, 2H), 7.37 (s, 1H), 7.23 (s, 2H), 6.92 (m, 2H), 4.55 (s, 2H). Reactants: C(=O)(C(F)(F)F)O (TFA), C(=O)(C(F)(F)F)O (TFA), CC(C)(C)OC(=O)NC=1C(=NC(=CC1)C)C(=O)OC (Methyl 3-({[(1,1-dimethylethyl)oxy]carbonyl}amino)-6-methyl-2-pyridinecarboxylate). The solvent is C(Cl)Cl (DCM), C(Cl)Cl (DCM), C(Cl)Cl (DCM). Conditions: temperature 0 celsius, time 8 hour. Yields the product NC=1C(=NC(=CC1)C)C(=O)OC (methyl 3-amino-6-methyl-2-pyridinecarboxylate). As a reaction SMILES: CC(OC([NH:8][C:9]1[C:10]([C:16]([O:18][CH3:19])=[O:17])=[N:11][C:12]([CH3:15])=[CH:13][CH:14]=1)=O)(C)C.C(O)(C(F)(F)F)=O>C(Cl)Cl>[NH2:8][C:9]1[C:10]([C:16]([O:18][CH3:19])=[O:17])=[N:11][C:12]([CH3:15])=[CH:13][CH:14]=1. Reported procedure: Methyl 3-({[(1,1-dimethylethyl)oxy]carbonyl}amino)-6-methyl-2-pyridinecarboxylate D34 (1.3 g) was dissolved in DCM (80 ml) and the mixture stirred at 0° C. A solution of TFA (5 ml, 64.9 mmol) in DCM (10 ml) was dropped into the cold mixture over 3 minutes. The resulting solution was left under stirring at 0° C. for 30 minutes, then the mixture was left still at room temperature overnight. TFA (4 ml, 51.9 mmol) dissolved in DCM (10 ml) was added over 3 minutes and the mixture stirred again at roo... Starting materials: C(C)(C)(C)C=1C=C(C=C(C1)C(C)(C1=CC=CC=C1)O)C(C)=O (1-[3-t-butyl-5-(1-hydroxyl-1-phenyl-ethyl)-phenyl]-ethanone). The reagents and catalysts are Cl (HCl). The solvent is CO (MeOH). Yields the product C(C)(C)(C)C=1C=C(C=C(C1)C(=C)C1=CC=CC=C1)C(C)=O (1-[3-t-butyl-5-(1-phenyl-vinyl)-phenyl]-ethanone). Isolated yield 70.6%. As a reaction SMILES: [C:1]([C:5]1[CH:6]=[C:7]([C:20](=[O:22])[CH3:21])[CH:8]=[C:9]([C:11](O)([C:13]2[CH:18]=[CH:17][CH:16]=[CH:15][CH:14]=2)[CH3:12])[CH:10]=1)([CH3:4])([CH3:3])[CH3:2]>CO.Cl>[C:1]([C:5]1[CH:6]=[C:7]([C:20](=[O:22])[CH3:21])[CH:8]=[C:9]([C:11]([C:13]2[CH:18]=[CH:17][CH:16]=[CH:15][CH:14]=2)=[CH2:12])[CH:10]=1)([CH3:4])([CH3:2])[CH3:3]. Procedure: To 50.0 mg (0.17 mmol) of alcohol 15 in 4 ml of MeOH was added 2 drops of concentrated HCl. The mixture was heated at reflux for 5 min, cooled to RT, quenched with water, and the products extracted with ether. The ether layer was washed (water then brine), dried (MgSO4), filtered and concentrated. Purification by preparative TLC (SiO2, 5% EtOAc-95% hexanes) gave 33.0 mg (0.12 mmol) of 1-[3-t-butyl-5-(1-phenyl-vinyl)-phenyl]-ethanone 16 (71% yield). Rf 0.8; 1H-NMR (CDCl3) δ 1.34 (s, 9H, 3CH3), 2.... Reactants: C(C)(C)(C)OC(=O)N1CCC(CC1)OC1=C(C=C(C=C1)NC(=O)C(F)(F)F)[N+](=O)[O-] (4-(N′-(t-butoxycarbonyl)piperidin-4-yl)oxy-3-nitro-N-(trifluoromethylcarbonyl)benzenamine), C(=O)([O-])[O-].[K+].[K+] (K2CO3). Solvent: CO (methanol), O (water). Conditions: temperature 50 celsius. Yields the product C(C)(C)(C)OC(=O)N1CCC(CC1)OC1=C(C=C(C=C1)N)[N+](=O)[O-] (4-(N′-(t-butoxycarbonyl)piperidin-4-yl)oxy-3-nitrobenzenamine). RXN SMILES: [C:1]([O:5][C:6]([N:8]1[CH2:13][CH2:12][CH:11]([O:14][C:15]2[CH:20]=[CH:19][C:18]([NH:21]C(C(F)(F)F)=O)=[CH:17][C:16]=2[N+:28]([O-:30])=[O:29])[CH2:10][CH2:9]1)=[O:7])([CH3:4])([CH3:3])[CH3:2].C([O-])([O-])=O.[K+].[K+]>CO.O>[C:1]([O:5][C:6]([N:8]1[CH2:9][CH2:10][CH:11]([O:14][C:15]2[CH:20]=[CH:19][C:18]([NH2:21])=[CH:17][C:16]=2[N+:28]([O-:30])=[O:29])[CH2:12][CH2:13]1)=[O:7])([CH3:4])([CH3:2])[CH3:3] |f:1.2.3|. Reported procedure: To 4-(N′-(t-butoxycarbonyl)piperidin-4-yl)oxy-3-nitro-N-(trifluoromethylcarbonyl)benzenamine in methanol (150 mL) and water (150 mL) was added K2CO3 (6.0 g) and the reaction was heated to 50° C. for overnight. The reaction was extracted with ethyl acetate. The extract was dried, concentrated and purified on silica gel column (ethyl acetate/hexane) to afford 4-(N′-(t-butoxycarbonyl)piperidin-4-yl)oxy-3-nitrobenzenamine (11.0 g). Reactants: CO, CC(=O)Oc1ccc(-c2c3ccccc3c(Br)c3sc(C)c(C)c23)cc1C1CCCC1, [K+], C1CCOC1, [OH-]. Yields the product Cc1sc2c(Br)c3ccccc3c(-c3ccc(O)c(C4CCCC4)c3)c2c1C. As a reaction SMILES: [CH3:39][OH:40].[CH:1]1([c:6]2[c:7]([O:28][C:29](=[O:30])[CH3:31])[cH:8][cH:9][c:10](-[c:12]3[c:13]4[cH:14][cH:15][cH:16][cH:17][c:18]4[c:19]([Br:27])[c:20]4[s:21][c:22]([CH3:26])[c:23]([CH3:25])[c:24]34)[cH:11]2)[CH2:2][CH2:3][CH2:4][CH2:5]1.[K+:33].[O:34]1[CH2:35][CH2:36][CH2:37][CH2:38]1.[OH-:32]>>[CH:1]1([c:6]2[c:7]([OH:28])[cH:8][cH:9][c:10](-[c:12]3[c:13]4[cH:14][cH:15][cH:16][cH:17][c:18]4[c:19]([Br:27])[c:20]4[s:21][c:22]([CH3:26])[c:23]([CH3:25])[c:24]34)[cH:11]2)[CH2:2][CH2:3][CH2:4][CH2:5]1. The reactants are C(CCCCCCC\C=C/CCCCCCCC)(=O)OC (Methyl oleate), C(C)(C)O (isopropanol), C=CCC (1-butene), C=CCC (1-butene). The reagents and catalysts are Cl[Ru](Cl)([P](C1CCCCC1)(C2CCCCC2)C3CCCCC3)([P](C4CCCCC4)(C5CCCCC5)C6CCCCC6)=CC7=CC=CC=C7 (Grubbs' catalyst). The solvent is OCP(CO)CO (tris-hydroxymethylphosphine). Conditions: temperature 60 celsius, time 4 hour. Yields the product C=CCCCCCCCC (1-decene), CCC=CCCCCCCCC (3-dodecene), COC(CCCCCCCC=C)=O (9-decenoic acid methyl ester), COC(CCCCCCCC=CCC)=O (9-dodecenoic acid methyl ester). RXN SMILES: [C:1]([O:20][CH3:21])(=[O:19])[CH2:2][CH2:3][CH2:4][CH2:5][CH2:6][CH2:7][CH2:8]/[CH:9]=[CH:10]\[CH2:11][CH2:12]CCCCCC.C=CCC.C(O)(C)C>Cl[Ru](=CC1C=CC=CC=1)([P](C1CCCCC1)(C1CCCCC1)C1CCCCC1)([P](C1CCCCC1)(C1CCCCC1)C1CCCCC1)Cl.OCP(CO)CO>[CH2:1]=[CH:2][CH2:3][CH2:4][CH2:5][CH2:6][CH2:7][CH2:8][CH2:9][CH3:10].[CH3:1][CH2:2][CH:3]=[CH:4][CH2:5][CH2:6][CH2:7][CH2:8][CH2:9][CH2:10][CH2:11][CH3:12].[CH3:21][O:20][C:1](=[O:19])[CH2:2][CH2:3][CH2:4][CH2:5][CH2:6][CH2:7][CH2:8][CH:9]=[CH2:10].[CH3:21][O:20][C:1](=[O:19])[CH2:2][CH2:3][CH2:4][CH2:5][CH2:6][CH2:7][CH2:8][CH:9]=[CH:10][CH2:11][CH3:12] |^1:38,57|. Procedure details: Methyl oleate (20 mol) and a second-generation Grubbs' catalyst (e.g., C827, 25 ppm) are added to a Parr Reactor and degassed with argon for 1 hr. 1-Butene is added while heating to 60° C. while keeping the pressure of the reaction between about 25 to about 60 psi. The 1-butene is added using a one-way check valve to prevent backflow into the 1-butene cylinder. After 4 hrs, the pressure is released and vented into the fume hood. After allowing the reactor to cool to room temperature, a 50 ml 1M ...